Dataset: the Open Reaction Database (ORD), a public repository of structured organic reaction records. Task: describe an organic reaction: reactants, conditions, products, and yield The reactants are O[C@H]1[C@@H](CCC1)OC1=CC=CC2=C1C(=NO2)OCC2CCN(CC2)C(=O)OC(C)(C)C (tert-butyl 4-{[(4-{[trans-2-hydroxycyclopentyl]oxy}-1,2-benzisoxazole-3-yl)oxy]-methyl}piperidine-1-carboxylate), C([O-])(O)=O.[Na+] (sodium bicarbonate), ClN1C(CCC1=O)=O (N-chlorosuccinimide). Reagents/catalysts: [Br-].C(CCC)[N+](CCCC)(CCCC)CCCC (tetra-n-butylammonium bromide). Solvent: ClCCl (dichloromethane), O (water). Reaction conditions: time 4 hour. The product is O=C1C(CCC1)OC1=CC=CC2=C1C(=NO2)OCC2CCN(CC2)C(=O)OC(C)(C)C (tert-Butyl 4-[({4-[(2-oxocyclopentyl)oxy]-1,2-benzisoxazol-3-yl]oxy)methyl}piperidine-1-carboxylate). RXN SMILES: [OH:1][C@@H:2]1[CH2:6][CH2:5][CH2:4][C@H:3]1[O:7][C:8]1[C:13]2[C:14]([O:17][CH2:18][CH:19]3[CH2:24][CH2:23][N:22]([C:25]([O:27][C:28]([CH3:31])([CH3:30])[CH3:29])=[O:26])[CH2:21][CH2:20]3)=[N:15][O:16][C:12]=2[CH:11]=[CH:10][CH:9]=1.C(=O)(O)[O-].[Na+].ClN1C(=O)CCC1=O>[Br-].C([N+](CCCC)(CCCC)CCCC)CCC.ClCCl.O>[O:1]=[C:2]1[CH2:6][CH2:5][CH2:4][CH:3]1[O:7][C:8]1[C:13]2[C:14]([O:17][CH2:18][CH:19]3[CH2:24][CH2:23][N:22]([C:25]([O:27][C:28]([CH3:31])([CH3:30])[CH3:29])=[O:26])[CH2:21][CH2:20]3)=[N:15][O:16][C:12]=2[CH:11]=[CH:10][CH:9]=1 |f:1.2,4.5|. Procedure details: To a mixture of tert-butyl 4-{[(4-{[trans-2-hydroxycyclopentyl]oxy}-1,2-benzisoxazole-3-yl)oxy]-methyl}piperidine-1-carboxylate (158 mg, 0.365 mmol, EXAMPLE 32, step 1), 2,2,6,6-tetramethyl-1-piperidinyloxy (TEMPO, 2.4 mg, 0.015 mmol), sodium bicarbonate (98.3 mg, 1.17 mmol), and tetra-n-butylammonium bromide (8.2 mg, 0.025 mmol) in dichloromethane (2 mL) and water (0.4 mL) was added N-chlorosuccinimide (60.3 mg, 0.453 mmol) at ambient temperature. After being stirred for 4 h, the mixture was qu... Reactants: Cl (HCl), CC(C(=O)C1=CC=C(C=C1)SC)C (2-Methyl-1-(4(methylthio)phenyl)-propan-1-one), C(Cl)(Cl)(Cl)Cl (carbon tetrachloride), [OH-].[Na+] (sodium hydroxide). Reagents/catalysts: CCCCCCCC[N+](C)(CCCCCCCC)CCCCCCCC.[Cl-] (Aliquat 336). The solvent is O (water), [Cl-].[Na+].O (brine), CCOC(=O)C (EtOAc), C1(=CC=CC=C1)C (toluene). Run at temperature 15 celsius, time 2 hour. Yields the product OC(C(=O)C1=CC=C(C=C1)SC)(C)C (2-Hydroxy-2-methyl-1-(4-(methylthio)phenyl)-propan-1-one). As a reaction SMILES: [CH3:1][CH:2]([CH3:13])[C:3]([C:5]1[CH:10]=[CH:9][C:8]([S:11][CH3:12])=[CH:7][CH:6]=1)=[O:4].C(Cl)(Cl)(Cl)Cl.[OH-:19].[Na+].Cl>CCCCCCCC[N+](CCCCCCCC)(CCCCCCCC)C.[Cl-].C1(C)C=CC=CC=1.O.[Cl-].[Na+].O.CCOC(C)=O>[OH:19][C:2]([CH3:13])([CH3:1])[C:3]([C:5]1[CH:6]=[CH:7][C:8]([S:11][CH3:12])=[CH:9][CH:10]=1)=[O:4] |f:2.3,5.6,9.10.11|. Reported procedure: To a solution of 2-methyl-1-(4-(methylthio)phenyl)-propan-1-one (28.5 g, 147 mmol, Step 1), Aliquat 336 (11.0 mL, 24 mmol) and carbon tetrachloride (21 mL, 218 mmol) in toluene (43 mL) was added sodium hydroxide (12.9 g, pellets, 322 mmol). The reaction was stirred at 15° C. for 2 h and then at r.t. for 16 h. The reaction was diluted with water (100 mL), brine (100 mL) and EtOAc (300 mL). The aqueous phase was acidified with 1 N HCl and extracted with EtOAc (100 mL). The combined organic layers ... The reactants are C(C)[Al]1OCCCC1 (ethylalumoxane), [AlH]1OCCCC1 (alumoxane), [Ni].C(C)C(C(=O)[O-])CCCC (nickel 2-ethylhexanoate), [Ni].C(C)C(C(=O)[O-])CCCC (nickel 2-ethylhexanoate), C(C)[Al](CC)CC (triethyl aluminum). Run in C1CCCCC1 (cyclohexane). Yields the product [AlH]1OCCCC1.[Ni].C(C)C(C(=O)[O-])CCCC (alumoxane nickel 2-ethylhexanoate). Reaction SMILES: C([Al:3]1[CH2:8][CH2:7][CH2:6][CH2:5][O:4]1)C.[Ni:9].[CH2:10]([CH:12]([CH2:16][CH2:17][CH2:18][CH3:19])[C:13]([O-:15])=[O:14])[CH3:11].C([Al](CC)CC)C.[AlH]1CCCCO1>C1CCCCC1>[AlH:3]1[CH2:8][CH2:7][CH2:6][CH2:5][O:4]1.[Ni:9].[CH2:10]([CH:12]([CH2:16][CH2:17][CH2:18][CH3:19])[C:13]([O-:15])=[O:14])[CH3:11] |f:1.2,6.7.8|. Procedure details: In this Example, a hydrogenation catalyst was prepared by first combining an ethylalumoxane with nickel-2-ethylhexanoate in cyclohexane at a temperature of 25° C. and then adding triethyl aluminum. In preparing the catalyst in this Example, the amount of alumoxane combined with nickel-2-ethylhexanoate was sufficient to provide an alumoxane-nickel-2-ethylhexanoate mixture having an Al:Ni atomic ratio of 3:1. The contacting of the nickel-2-ethylhexanoate and the ethylalumoxane was continued for 30... The reactants are C(C)(C)(C)OC(NC1=C(C=C(C=C1)C1=C(C=CC=C1)F)NC(CC(=O)C1=CC(=CC=C1)[N+](=O)[O-])=O)=O ({2′-fluoro-3-[3-(3-nitro-phenyl)-3-oxo-propionylamino]-biphenyl-4-yl}-carbamic acid tert.-butyl ester), C(=O)(C(F)(F)F)O (TFA). The solvent is C(Cl)Cl (CH2Cl2). Yields the product FC1=C(C=CC=C1)C=1C=CC2=C(NC(CC(=N2)C2=CC(=CC=C2)[N+](=O)[O-])=O)C1 (8-(2-Fluoro-phenyl)-4-(3-nitro-phenyl)-1,3-dihydro-benzo[b][1,4]diazepin-2-one). Reaction SMILES: C(OC(=O)[NH:7][C:8]1[CH:13]=[CH:12][C:11]([C:14]2[CH:19]=[CH:18][CH:17]=[CH:16][C:15]=2[F:20])=[CH:10][C:9]=1[NH:21][C:22](=[O:35])[CH2:23][C:24]([C:26]1[CH:31]=[CH:30][CH:29]=[C:28]([N+:32]([O-:34])=[O:33])[CH:27]=1)=O)(C)(C)C.C(O)(C(F)(F)F)=O>C(Cl)Cl>[F:20][C:15]1[CH:16]=[CH:17][CH:18]=[CH:19][C:14]=1[C:11]1[CH:12]=[CH:13][C:8]2[N:7]=[C:24]([C:26]3[CH:31]=[CH:30][CH:29]=[C:28]([N+:32]([O-:34])=[O:33])[CH:27]=3)[CH2:23][C:22](=[O:35])[NH:21][C:9]=2[CH:10]=1. Procedure details: Prepared from {2′-fluoro-3-[3-(3-nitro-phenyl)-3-oxo-propionylamino]-biphenyl-4-yl}-carbamic acid tert.-butyl ester (Example K62) by treatment with TFA in CH2Cl2 according to the general procedure M. Obtained as a light yellow solid (62 mg).